This data is from the Open Reaction Database (ORD), a public repository of structured organic reaction records. The task is: describe an organic reaction: reactants, conditions, products, and yield Starting materials: BrC1=NN=C2N1CCN(C2)C(=O)C2=C(C(=CC=C2)C(F)(F)F)Cl (3-Bromo-7-{[2-chloro-3-(trifluoromethyl)phenyl]carbonyl}-5,6,7,8-tetrahydro[1,2,4]triazolo[4,3-a]pyrazine), N1CCOCC1 (morpholine). Run at temperature 110 celsius. The product is ClC1=C(C=CC=C1C(F)(F)F)C(=O)N1CC=2N(CC1)C(=NN2)N2CCOCC2 (7-{[2-chloro-3-(trifluoromethyl)phenyl]carbonyl}-3-(4-morpholinyl)-5,6,7,8-tetrahydro[1,2,4]triazolo[4,3-a]pyrazine). RXN SMILES: Br[C:2]1[N:6]2[CH2:7][CH2:8][N:9]([C:11]([C:13]3[CH:18]=[CH:17][CH:16]=[C:15]([C:19]([F:22])([F:21])[F:20])[C:14]=3[Cl:23])=[O:12])[CH2:10][C:5]2=[N:4][N:3]=1.[NH:24]1[CH2:29][CH2:28][O:27][CH2:26][CH2:25]1>>[Cl:23][C:14]1[C:15]([C:19]([F:22])([F:21])[F:20])=[CH:16][CH:17]=[CH:18][C:13]=1[C:11]([N:9]1[CH2:8][CH2:7][N:6]2[C:2]([N:24]3[CH2:29][CH2:28][O:27][CH2:26][CH2:25]3)=[N:3][N:4]=[C:5]2[CH2:10]1)=[O:12]. Reported procedure: 3-Bromo-7-{[2-chloro-3-(trifluoromethyl)phenyl]carbonyl}-5,6,7,8-tetrahydro[1,2,4]triazolo[4,3-a]pyrazine (0.075 g, 0.183 mmol, e.g. see Example 1 for methods of preparation) was treated with morpholine (1.5 mL) and heated in a microwave reactor at 110° C. for a total of 7 hours. The solvent was evaporated under reduced vacuum and the residue was purified by mass-directed automated (preparative) HPLC (MDAP) and triturated with isohexane to afford 7-{[2-chloro-3-(trifluoromethyl)phenyl]carbonyl}-...